This data is from the Open Reaction Database (ORD), a public repository of structured organic reaction records. The task is: describe an organic reaction: reactants, conditions, products, and yield Starting materials: O(C1=CC=CC=C1)C(P(OCC)(OCC)=O)P(OCC)(OCC)=O (tetraethyl (phenoxymethylene)-bisphosphonate). Run in Cl (hydrochloric acid). Product: O(C1=CC=CC=C1)C(P(O)(O)=O)P(O)(O)=O ((Phenoxymethylene)-bisphosphonic acid). Reaction SMILES: [O:1]([CH:8]([P:17](=[O:24])([O:21]CC)[O:18]CC)[P:9](=[O:16])([O:13]CC)[O:10]CC)[C:2]1[CH:7]=[CH:6][CH:5]=[CH:4][CH:3]=1>Cl>[O:1]([CH:8]([P:17](=[O:18])([OH:21])[OH:24])[P:9](=[O:10])([OH:13])[OH:16])[C:2]1[CH:3]=[CH:4][CH:5]=[CH:6][CH:7]=1. Reported procedure: A mixture of tetraethyl (phenoxymethylene)-bisphosphonate (20 g) and 6N hydrochloric acid (150 ml) was refluxed overnight and the resulting solution was evaporated to dryness in vacuo. Residual hydrochloric acid was removed by repeated evaporation with absolute ethanol. The residue was taken up in acetone (7 ml) and ether (200 ml) was added. The crystalline product was filtered, washed with ether and dried in vacuo.